This data is from the Open Reaction Database (ORD), a public repository of structured organic reaction records. The task is: describe an organic reaction: reactants, conditions, products, and yield Reactants: CC=1N=CN2C(NN=CC21)=S (8-methyl-imidazo[1,5-d]-as-triazine-4(3H)-thione), C(C)(C)I (isopropyl iodide), CI (methyl iodide), C(CC)C1=NC(=C2N1C(NN=C2)=S)C (6-n-propyl-8-methyl-imidazo[1,5-d]-as-triazine-4(3H)-thione). Yields the product C(CC)C1=NC(=C2N1C(=NN=C2)SC(C)C)C (6-n-Propyl-8-methyl-4-(isopropylthio)-imidazo[1,5-d]-as-triazine). RXN SMILES: [CH3:1][C:2]1N=CN2[C:10]=1C=NNC2=S.CI.[CH2:14]([C:17]1[N:21]2[C:22](=[S:26])[NH:23][N:24]=[CH:25][C:20]2=[C:19]([CH3:27])[N:18]=1)[CH2:15][CH3:16].C(I)(C)C>>[CH2:14]([C:17]1[N:21]2[C:22]([S:26][CH:2]([CH3:10])[CH3:1])=[N:23][N:24]=[CH:25][C:20]2=[C:19]([CH3:27])[N:18]=1)[CH2:15][CH3:16]. Procedure: The general procedure of Example 32 is repeated but replacing the 8-methyl-imidazo[1,5-d]-as-triazine-4(3H)-thione and methyl iodide employed in that example with 6-n-propyl-8-methyl-imidazo[1,5-d]-as-triazine-4(3H)-thione and isopropyl iodide.